Dataset: the Open Reaction Database (ORD), a public repository of structured organic reaction records. Task: describe an organic reaction: reactants, conditions, products, and yield Reactants: C[C@H]1N(CCC1)CCCOC1=CC=C(C=C1)N1N=CC(=C1)C(=O)N1CCOCC1 (4-{[1-(4-{3-[(2R)-2-methylpyrrolidin-1-yl]propoxy}phenyl)-1H-pyrazol-4-yl]carbonyl}morpholine), BrBr (bromine). The solvent is S(=S)(=O)([O-])[O-].[Na+].[Na+] (sodium thiosulfate), C(C)(=O)O (acetic acid). Conditions: time 8 hour. The product is BrC=1C=C(C=CC1OCCCN1[C@@H](CCC1)C)N1N=CC(=C1)C(=O)N1CCOCC1 ([1-(3-bromo-4-{3-[(2R)-2-methylpyrrolidin-1-yl]propoxy}phenyl)-1H-pyrazol-4-yl](morpholin-4-yl)methanone). Yield: 29.3%. As a reaction SMILES: [CH3:1][C@@H:2]1[CH2:6][CH2:5][CH2:4][N:3]1[CH2:7][CH2:8][CH2:9][O:10][C:11]1[CH:16]=[CH:15][C:14]([N:17]2[CH:21]=[C:20]([C:22]([N:24]3[CH2:29][CH2:28][O:27][CH2:26][CH2:25]3)=[O:23])[CH:19]=[N:18]2)=[CH:13][CH:12]=1.[Br:30]Br>C(O)(=O)C.S([O-])([O-])(=O)=S.[Na+].[Na+]>[Br:30][C:12]1[CH:13]=[C:14]([N:17]2[CH:21]=[C:20]([C:22]([N:24]3[CH2:25][CH2:26][O:27][CH2:28][CH2:29]3)=[O:23])[CH:19]=[N:18]2)[CH:15]=[CH:16][C:11]=1[O:10][CH2:9][CH2:8][CH2:7][N:3]1[CH2:4][CH2:5][CH2:6][C@H:2]1[CH3:1] |f:3.4.5|. Reported procedure: To a solution of 4-{[1-(4-{3-[(2R)-2-methylpyrrolidin-1-yl]propoxy}phenyl)-1H-pyrazol-4-yl]carbonyl}morpholine obtained in Example 6 (0.500 g) in acetic acid (8.0 ml), bromine (0.200 g) was added dropwise and stirred overnight at room temperature. The reaction mixture was diluted with saturated aqueous sodium thiosulfate and concentrated under reduced pressure. The resulting residue was diluted with saturated aqueous sodium bicarbonate and extracted with chloroform. The organic layer was concent... Reactants: C(C1=CC=CC=C1)N1CCC2(CN(C2)C(CN2C(C(CC2)(C2=CC=C(C=C2)F)C2=CC=C(C=C2)F)=O)=O)CC1 (1-[2-(7-benzyl-2,7-diazaspiro[3.5]non-2-yl)-2-oxoethyl]-3,3-bis(4-fluorophenyl)pyrrolidin-2-one), Pd(OH)2—C. Solvent: C(C)O (ethanol). Run at temperature 50 celsius, time 1 hour. Yields the product FC1=CC=C(C=C1)C1(C(N(CC1)CC(N1CC2(C1)CCNCC2)=O)=O)C2=CC=C(C=C2)F (3,3-bis(4-fluorophenyl)-1-(2-oxo-2-(2,7-diazaspiro[3.5]nonan-2-yl)ethyl)pyrrolidin-2-one). RXN SMILES: C([N:8]1[CH2:39][CH2:38][C:11]2([CH2:14][N:13]([C:15](=[O:37])[CH2:16][N:17]3[CH2:21][CH2:20][C:19]([C:29]4[CH:34]=[CH:33][C:32]([F:35])=[CH:31][CH:30]=4)([C:22]4[CH:27]=[CH:26][C:25]([F:28])=[CH:24][CH:23]=4)[C:18]3=[O:36])[CH2:12]2)[CH2:10][CH2:9]1)C1C=CC=CC=1>C(O)C>[F:35][C:32]1[CH:33]=[CH:34][C:29]([C:19]2([C:22]3[CH:23]=[CH:24][C:25]([F:28])=[CH:26][CH:27]=3)[CH2:20][CH2:21][N:17]([CH2:16][C:15](=[O:37])[N:13]3[CH2:14][C:11]4([CH2:10][CH2:9][NH:8][CH2:39][CH2:38]4)[CH2:12]3)[C:18]2=[O:36])=[CH:30][CH:31]=1. Reported procedure: 1-(2-(7-Benzyl-2,7-diazaspiro[3.5]nonan-2-yl)-2-oxoethyl)-3,3-bis(4-fluorophenyl)pyrrolidin-2-one (Example 152, 0.185 g, 0.349 mmol) and ethanol (20 mL) were added to 20% Pd(OH)2—C, wet (0.037 g, 0.263 mmol) in a 50 mL pressure bottle and stirred for 1 hour at 30 psi and 50° C. The mixture was filtered through a nylon membrane and concentrated to give the title compound. Starting materials: NC(NCCC[C@@H](N)C(=O)N(C)CC1=CC=C(C=C1)O)=N[N+](=O)[O-] ((R)-N5 -[amino(nitroimino)methyl]-N-[(4-hydroxyphenyl)methyl]-N-methyl-ornithinamide), C1(=CC=CC=C1)C(C(=O)Cl)C1=CC=CC=C1 (diphenylacetylchloride). Yields the product NC(NCCC[C@@H](NC(C(C1=CC=CC=C1)C1=CC=CC=C1)=O)C(=O)N(C)CC1=CC=C(C=C1)O)=N[N+](=O)[O-] ((R)-N5 -[Amino(nitroimino)methyl]-N2 -(diphenylacetyl)-N-[(4-hydroxyphenyl)methyl]-N-methyl-ornithinamide). The yield is 85.0%. RXN SMILES: [NH2:1][C:2](=[N:21][N+:22]([O-:24])=[O:23])[NH:3][CH2:4][CH2:5][CH2:6][C@H:7]([C:9]([N:11]([CH2:13][C:14]1[CH:19]=[CH:18][C:17]([OH:20])=[CH:16][CH:15]=1)[CH3:12])=[O:10])[NH2:8].[C:25]1([CH:31]([C:35]2[CH:40]=[CH:39][CH:38]=[CH:37][CH:36]=2)[C:32](Cl)=[O:33])[CH:30]=[CH:29][CH:28]=[CH:27][CH:26]=1>>[NH2:1][C:2](=[N:21][N+:22]([O-:24])=[O:23])[NH:3][CH2:4][CH2:5][CH2:6][C@H:7]([C:9]([N:11]([CH2:13][C:14]1[CH:15]=[CH:16][C:17]([OH:20])=[CH:18][CH:19]=1)[CH3:12])=[O:10])[NH:8][C:32](=[O:33])[CH:31]([C:25]1[CH:30]=[CH:29][CH:28]=[CH:27][CH:26]=1)[C:35]1[CH:40]=[CH:39][CH:38]=[CH:37][CH:36]=1. Procedure: Prepared analogously to Example 69c) from (R)-N5 -[amino(nitroimino)methyl]-N-[(4-hydroxyphenyl)methyl]-N-methyl-ornithinamide and diphenylacetylchloride in a yield of 85% of theory. The reactants are C(CCl)Cl (EDC), intermediate 56, ON1N=NC2=C1N=CC=C2 (1-hydroxy-7-azabenzotriazole), C1(CCCC1)N1N=C(C2=C1N=C(C=C2C(=O)O)C2CC2)C (1-cyclopentyl-6-cyclopropyl-3-methyl-1H-pyrazolo[3,4-b]pyridine-4-carboxylic acid), NCC=1C(NC(=CC1C)C)=O (3-(aminomethyl)-4,6-dimethyl-2(1H)-pyridinone), CN1CCOCC1 (N-methylmorpholine). Solvent: CS(=O)C (DMSO). The product is C1(CCCC1)N1N=C(C2=C1N=C(C=C2C(=O)NCC=2C(NC(=CC2C)C)=O)C2CC2)C (1-Cyclopentyl-6-cyclopropyl-N-[(4,6-dimethyl-2-oxo-1,2-dihydro-3-pyridinyl)methyl]-3-methyl-1H-pyrazolo[3,4-b]pyridine-4-carboxamide). As a reaction SMILES: [CH:1]1([N:6]2[C:10]3[N:11]=[C:12]([CH:18]4[CH2:20][CH2:19]4)[CH:13]=[C:14]([C:15]([OH:17])=O)[C:9]=3[C:8]([CH3:21])=[N:7]2)[CH2:5][CH2:4][CH2:3][CH2:2]1.[NH2:22][CH2:23][C:24]1[C:25](=[O:32])[NH:26][C:27]([CH3:31])=[CH:28][C:29]=1[CH3:30].ON1C2N=CC=CC=2N=N1.C(Cl)CCl.CN1CCOCC1>CS(C)=O>[CH:1]1([N:6]2[C:10]3[N:11]=[C:12]([CH:18]4[CH2:19][CH2:20]4)[CH:13]=[C:14]([C:15]([NH:22][CH2:23][C:24]4[C:25](=[O:32])[NH:26][C:27]([CH3:31])=[CH:28][C:29]=4[CH3:30])=[O:17])[C:9]=3[C:8]([CH3:21])=[N:7]2)[CH2:5][CH2:4][CH2:3][CH2:2]1. Procedure details: The title compound was prepared in the same manner as described for intermediate 56 using 1-cyclopentyl-6-cyclopropyl-3-methyl-1H-pyrazolo[3,4-b]pyridine-4-carboxylic acid (160 mg, 0.561 mmol), 3-(aminomethyl)-4,6-dimethyl-2(1H)-pyridinone (119 mg, 0.785 mmol), 1-hydroxy-7-azabenzotriazole (153 mg, 1.121 mmol), EDC (215 mg, 1.121 mmol), N-methylmorpholine (0.247 mL, 2.243 mmol) and DMSO (10 mL). The final product was collected as 0.205 g (87%). LCMS E-S (M+H)=420.0. 1H NMR (400 MHz, DMSO-d6) δ p...